Dataset: the Open Reaction Database (ORD), a public repository of structured organic reaction records. Task: describe an organic reaction: reactants, conditions, products, and yield Starting materials: C1(CCCC1)C1=NC(=CC(=C1)C1=NOC(=N1)C1=CC(=C(C(=C1)C)O)CC)OC (4-[3-(2-cyclopentyl-6-methoxy-pyridin-4-yl)-[1,2,4]oxadiazol-5-yl]-2-ethyl-6-methyl-phenol), ClC[C@H](CO)O ((S)-3-chloro-propane-1,2-diol). Solvent: C(C)(C)O (isopropanol), [OH-].[Na+] (NaOH), CC(OCC)=O (EA). Run at temperature 70 celsius, time 48 hour. Product: C1(CCCC1)C1=NC(=CC(=C1)C1=NOC(=N1)C1=CC(=C(OC[C@H](CO)O)C(=C1)C)CC)OC ((S)-3-{4-[3-(2-Cyclopentyl-6-methoxy-pyridin-4-yl)-[1,2,4]oxadiazol-5-yl]-2-ethyl-6-methyl-phenoxy}-propane-1,2-diol). Isolated yield 53.0%. Reaction SMILES: [CH:1]1([C:6]2[CH:11]=[C:10]([C:12]3[N:16]=[C:15]([C:17]4[CH:22]=[C:21]([CH3:23])[C:20]([OH:24])=[C:19]([CH2:25][CH3:26])[CH:18]=4)[O:14][N:13]=3)[CH:9]=[C:8]([O:27][CH3:28])[N:7]=2)[CH2:5][CH2:4][CH2:3][CH2:2]1.Cl[CH2:30][C@@H:31]([OH:34])[CH2:32][OH:33]>C(O)(C)C.[OH-].[Na+].CC(=O)OCC>[CH:1]1([C:6]2[CH:11]=[C:10]([C:12]3[N:16]=[C:15]([C:17]4[CH:22]=[C:21]([CH3:23])[C:20]([O:24][CH2:30][C@@H:31]([OH:34])[CH2:32][OH:33])=[C:19]([CH2:25][CH3:26])[CH:18]=4)[O:14][N:13]=3)[CH:9]=[C:8]([O:27][CH3:28])[N:7]=2)[CH2:2][CH2:3][CH2:4][CH2:5]1 |f:3.4|. Procedure: A mixture of 4-[3-(2-cyclopentyl-6-methoxy-pyridin-4-yl)-[1,2,4]oxadiazol-5-yl]-2-ethyl-6-methyl-phenol (150 mg, 395 μmol) and (S)-3-chloro-propane-1,2-diol (366 mg, 3.31 mmol) in isopropanol (4 mL) and 3 N aq. NaOH (1 mL) is stirred at 70° C. for 48 h. The mixture is diluted with EA (50 mL), washed with 1 M aq. NaOH solution (20 mL) followed by brine (20 mL), dried over MgSO4, filtered and concentrated. The crude product is purified by prep. HPLC to give the title compound (95 mg) as a pale bro... The reactants are ClC1=NC(=NC=2OCC(NC21)=O)CC (4-chloro-6,7-dihydro-2-ethyl-5H-pyrimido[4,5-b][1,4]oxazin-6-one), [H-].[Na+] (sodium hydride), CI (methyl iodide). The solvent is CN(C=O)C (N,N-dimethylformamide), O (water). Yields the product ClC1=NC(=NC=2OCC(N(C21)C)=O)CC (4-chloro-6,7-dihydro-2-ethyl-5-methylpyrimido[4,5-b][1,4]oxazin-6-one). RXN SMILES: [Cl:1][C:2]1[C:11]2[NH:10][C:9](=[O:12])[CH2:8][O:7][C:6]=2[N:5]=[C:4]([CH2:13][CH3:14])[N:3]=1.[H-].[Na+].[CH3:17]I>CN(C)C=O.O>[Cl:1][C:2]1[C:11]2[N:10]([CH3:17])[C:9](=[O:12])[CH2:8][O:7][C:6]=2[N:5]=[C:4]([CH2:13][CH3:14])[N:3]=1 |f:1.2|. Procedure: To a stirred suspension of 5 g (0.023 mole) of 4-chloro-6,7-dihydro-2-ethyl-5H-pyrimido[4,5-b][1,4]oxazin-6-one (prepared using the method of Melik-Ogandzhanyan, et al., Khimiya Geterotsiklicheskikh Soedinenii, 1985, 974) in 100 ml of N,N-dimethylformamide was added 0.75 g (0.025 mole) of 80% sodium hydride in oil. After ten minutes 3.5 g (0.025 mole) of methyl iodide was added. After two hours the solution was diluted with about 400 ml of water, and extracted thrice with 250 ml portions of chlo... Reactants: C(C1=CC=CC=C1)N1C[C@H](C2(O[C@H](C[C@@H](O2)C)C)CC1)C ((2S,4S,7R)-9-benzyl-2,4,7-trimethyl-1,5-dioxa-9-azaspiro[5.5]undecane), [H][H] (hydrogen). Reagents/catalysts: [OH-].[Pd+2].[OH-] (palladium hydroxide). Solvent: CO (methanol). Reaction conditions: time 4 hour. Yields the product C[C@@H]1OC2(O[C@H](C1)C)[C@@H](CNCC2)C ((2S,4S,7R)-2,4,7-trimethyl-1,5-dioxa-9-azaspiro[5.5]undecane). Yield: 98.0%. Reaction SMILES: C([N:8]1[CH2:20][CH2:19][C:11]2([O:16][C@@H:15]([CH3:17])[CH2:14][C@H:13]([CH3:18])[O:12]2)[C@H:10]([CH3:21])[CH2:9]1)C1C=CC=CC=1.[H][H]>CO.[OH-].[Pd+2].[OH-]>[CH3:17][C@H:15]1[CH2:14][C@H:13]([CH3:18])[O:12][C:11]2([CH2:19][CH2:20][NH:8][CH2:9][C@H:10]2[CH3:21])[O:16]1 |f:3.4.5|. Reported procedure: To a solution of (2S,4S,7R)-9-benzyl-2,4,7-trimethyl-1,5-dioxa-9-azaspiro[5.5]undecane from Example 1A (20.30 g, 70.20 mmol) in methanol (300 mL) was added palladium hydroxide (0.986 g, 7.02 mmol) and the mixture stirred under 60 psi pressure of hydrogen. After 4 hours, the mixture was filtered and concentrated to provide 13.71 g (98%) of the title compound as an oil. 1H NMR (300 MHz, CDCl3) δ 4.06-3.97 (m, 2H), 2.94 (dd, 1H, J=12.7, 4.0 Hz), 2.87 (dd, 2H, J=5.2, 5.2 Hz), 2.66 (dd, 1H, J=12.7, 5... Starting materials: CN1C=C(C2=CC=CC=C12)C(C(=O)OC)CCC (methyl 2-(1-methyl-1H-indol-3-yl)pentanoate), BrN1C(CCC1=O)=O (N-bromosuccinimide). Solvent: ClC(Cl)(Cl)Cl (tetrachloromethane). Product: BrC=1N(C2=CC=CC=C2C1C(C(=O)OC)CCC)C (methyl 2-(2-bromo-1-methyl-1H-indol-3-yl)pentanoate). Reaction SMILES: [CH3:1][N:2]1[C:10]2[C:5](=[CH:6][CH:7]=[CH:8][CH:9]=2)[C:4]([CH:11]([CH2:16][CH2:17][CH3:18])[C:12]([O:14][CH3:15])=[O:13])=[CH:3]1.[Br:19]N1C(=O)CCC1=O>ClC(Cl)(Cl)Cl>[Br:19][C:3]1[N:2]([CH3:1])[C:10]2[C:5]([C:4]=1[CH:11]([CH2:16][CH2:17][CH3:18])[C:12]([O:14][CH3:15])=[O:13])=[CH:6][CH:7]=[CH:8][CH:9]=2. Procedure: A solution of methyl 2-(1-methyl-1H-indol-3-yl)pentanoate (12b) (860 mg, 3.44 mmol) and N-bromosuccinimide (623 mg, 3.5 mmol) in tetrachloromethane (20 mL) was stirred at room temperature for 5 hours. The mixture was then filtered and the filtrate was washed with water (10 mL), brine (10 mL), dried over sodium sulfate, filtered and evaporated under reduced pressure to afford the desired product (12c) as a brown oil without further purification (1.13 g, 3.44 mmol, 100%). Starting materials: ClCCl, CC(CO)C1CCC2C3CCC4C(=[N+]=[N-])C(=O)CCC4(C)C3CCC12C, O=[Cr](=O)([O-])Cl, c1cc[nH+]cc1. The product is CC(C=O)C1CCC2C3CCC4C(=[N+]=[N-])C(=O)CCC4(C)C3CCC12C. Reaction SMILES: [Cl:38][CH2:39][Cl:40].[N+:1](=[N-:2])=[C:3]1[CH:4]2[CH2:5][CH2:6][CH:7]3[CH:8]4[CH2:9][CH2:10][CH:11]([CH:12]([CH2:13][OH:14])[CH3:15])[C:16]4([CH3:26])[CH2:17][CH2:18][CH:19]3[C:20]2([CH3:25])[CH2:21][CH2:22][C:23]1=[O:24].[O:27]=[Cr:28]([Cl:29])([O-:30])=[O:31].[nH+:32]1[cH:33][cH:34][cH:35][cH:36][cH:37]1>>[N+:1](=[N-:2])=[C:3]1[CH:4]2[CH2:5][CH2:6][CH:7]3[CH:8]4[CH2:9][CH2:10][CH:11]([CH:12]([CH:13]=[O:14])[CH3:15])[C:16]4([CH3:26])[CH2:17][CH2:18][CH:19]3[C:20]2([CH3:25])[CH2:21][CH2:22][C:23]1=[O:24].